From a dataset of the Open Reaction Database (ORD), a public repository of structured organic reaction records. describe an organic reaction: reactants, conditions, products, and yield The reactants are c1ccc2c(c1)CCCC2, CCCCCCCCCCCCN, COC1=CC(=O)C=CC1=O, CC(=O)[O-], CC(=O)[O-], O=C1C=CC(=O)O1, O=P(O)(O)O, [Zn+2]. Yields the product CCCCCCCCCCCCN1C(=O)C=CC1=O. RXN SMILES: [CH2:36]1[c:37]2[c:38]([cH:39][cH:40][cH:41][cH:42]2)[CH2:43][CH2:44][CH2:45]1.[CH2:8]([CH2:9][CH2:10][CH2:11][CH2:12][CH2:13][CH2:14][CH2:15][CH2:16][CH2:17][CH2:18][CH3:19])[NH2:20].[CH3:26][O:27][C:28]1=[CH:35][C:33](=[O:34])[CH:32]=[CH:31][C:29]1=[O:30].[CH3:47][C:48](=[O:49])[O-:50].[CH3:51][C:52](=[O:53])[O-:54].[O:1]=[C:2]1[O:3][C:4](=[O:5])[CH:6]=[CH:7]1.[P:21](=[O:22])([OH:23])([OH:24])[OH:25].[Zn+2:46]>>[O:1]=[C:2]1[CH:7]=[CH:6][C:4](=[O:5])[N:20]1[CH2:8][CH2:9][CH2:10][CH2:11][CH2:12][CH2:13][CH2:14][CH2:15][CH2:16][CH2:17][CH2:18][CH3:19]. Reactants: N(=O)[O-].[Na+] (NaNO2), C(C)OC(=O)C1=CC2=C(C=CC=C2C=C1N)OC (3-amino-8-methoxy-naphthalene-2-carboxylic acid ethyl ester), Cl (HCl), Cu(I)Cl, Cl (HCl), C(=O)(O)[O-].[Na+] (NaHCO3). The solvent is O (water). Reaction conditions: temperature 0 celsius, time 30 minute. Yields the product C(C)OC(=O)C1=CC2=C(C=CC=C2C=C1Cl)OC (3-Chloro-8-methoxy-naphthalene-2-carboxylic acid ethyl ester). RXN SMILES: N([O-])=O.[Na+].[CH2:5]([O:7][C:8]([C:10]1[C:19](N)=[CH:18][C:17]2[C:12](=[C:13]([O:21][CH3:22])[CH:14]=[CH:15][CH:16]=2)[CH:11]=1)=[O:9])[CH3:6].C([O-])(O)=O.[Na+].[ClH:28]>O>[CH2:5]([O:7][C:8]([C:10]1[C:19]([Cl:28])=[CH:18][C:17]2[C:12](=[C:13]([O:21][CH3:22])[CH:14]=[CH:15][CH:16]=2)[CH:11]=1)=[O:9])[CH3:6] |f:0.1,3.4|. Reported procedure: A solution of NaNO2 (884 mg, 12.81 mmol, 1.45 equiv) in water (20 ml) was added dropwise at 0° C. to a solution of 3-amino-8-methoxy-naphthalene-2-carboxylic acid ethyl ester (2.165 g, 8.83 mmol) in 18% aqueous HCl (50 ml). After it was stirred for 30 minutes at 0° C., this mixture was added dropwise at −20° C. to a solution of freshly prepared Cu(I)Cl (2.62 g, 26.50 mmol, 3.0 equiv) in concentrated aqueous HCl (90 ml). After 1 hour at −10° C. and 1 hour at rt, solid NaHCO3 was carefully added t... The reactants are S(O)(O)(=O)=O (sulfuric acid), CC1(N=C(OC1)C1=C(C=CC=C1)C1=CC=C(C=C1)CO)C (4,4-dimethyl-2-(4'-hydroxymethylbiphenyl-2-yl)oxazoline), [OH-].[Na+] (sodium hydroxide), aqueous solution. Solvent: O (Water). Yields the product OCC1=CC=C(C=C1)C1=C(C(=O)O)C=CC=C1 (2-(4'-hydroxymethylphenyl)benzoic acid). The yield is 65.0%. Reaction SMILES: S(=O)(=O)(O)O.CC1(C)C[O:10][C:9]([C:12]2[CH:17]=[CH:16][CH:15]=[CH:14][C:13]=2[C:18]2[CH:23]=[CH:22][C:21]([CH2:24][OH:25])=[CH:20][CH:19]=2)=N1.[OH-:27].[Na+]>O>[OH:25][CH2:24][C:21]1[CH:22]=[CH:23][C:18]([C:13]2[CH:14]=[CH:15][CH:16]=[CH:17][C:12]=2[C:9]([OH:10])=[O:27])=[CH:19][CH:20]=1 |f:2.3|. Procedure: Water (6 ml) and sulfuric acid (3.6 g) were added to 2.0 g (7.11 mmol) of 4,4-dimethyl-2-(4'-hydroxymethylbiphenyl-2-yl)oxazoline, followed by heating under reflux for 30 hours. After the reaction liquid was cooled, it was neutralized with a 10% aqueous solution of sodium hydroxide and extracted with chloroform. After the organic phase was washed with water and dried, it was subjected to vacuum concentration. The residue was purified by silica gel column chromatography (a chloroform/methanol sys... The product is N1=C(N=CC=C1)C1(CCC2(OCCO2)CC1)C(=O)O (8-pyrimidin-2-yl-1,4-dioxa-spiro[4,5]decane-8-carboxylic acid). Reaction SMILES: [N:1]1[CH:6]=[CH:5][CH:4]=[N:3][C:2]=1[C:7]1([C:17]#N)[CH2:16][CH2:15][C:10]2([O:14][CH2:13][CH2:12][O:11]2)[CH2:9][CH2:8]1.[OH-:19].[Na+].C[OH:22].Cl>C1COCC1>[N:3]1[CH:4]=[CH:5][CH:6]=[N:1][C:2]=1[C:7]1([C:17]([OH:22])=[O:19])[CH2:8][CH2:9][C:10]2([O:11][CH2:12][CH2:13][O:14]2)[CH2:15][CH2:16]1 |f:1.2|. Reported procedure: To a solution of 8-pyrimidin-2-yl-1,4-dioxa-spiro[4,5]decane-8-carbonitrile (220 mg, 0.897 mmol) in THF (1.3 mL) was added 25% aqueous NaOH (2.3 mL) and MeOH (1.3 mL). After being refluxed for 5.5 h, the reaction was cooled, adjusted to pH 7 (3 N aqueous HCl, ˜5 mL), and extracted (3×EtOAc). The combined organics were dried (Na2SO4) and concentrated under reduced pressure to provide crude 8-pyrimidin-2-yl-1,4-dioxa-spiro[4,5]decane-8-carboxylic acid as a white solid. The solvent is C1CCOC1 (THF). Reactants: N1=C(N=CC=C1)C1(CCC2(OCCO2)CC1)C#N (8-pyrimidin-2-yl-1,4-dioxa-spiro[4,5]decane-8-carbonitrile), [OH-].[Na+] (NaOH), CO (MeOH), Cl (HCl). Procedure: 22.25 g (0.117 moles) of toluene-4-sulfonyl chloride, dissolved in 30 ml of pyridine, were added dropwise to a stirred solution of 11.79 g (0.053 moles) of (3R)-N-benzyloxycarbonyl-3-hydroxypyrrolidine [J. Chem. Soc., Chem. Commun. 1984, 1298]in 50 ml of pyridine, cooled below 0° C. After the addition, the reaction mixture was kept at 5° C. for 48 hours. The solvent is N1=CC=CC=C1 (pyridine), N1=CC=CC=C1 (pyridine). Reactants: C(C1=CC=CC=C1)OC(=O)N1C[C@@H](CC1)O ((3R)-N-benzyloxycarbonyl-3-hydroxypyrrolidine), C1(=CC=C(C=C1)S(=O)(=O)Cl)C (toluene-4-sulfonyl chloride), 1298]in. Yields the product C(C1=CC=CC=C1)OC(=O)N1C[C@@H](CC1)OS(=O)(=O)C1=CC=C(C=C1)C ((3R)-N-benzyloxycarbonyl-3-(toluene-4-sulfonyloxy)pyrrolidine). Run at time 48 hour. RXN SMILES: [C:1]1([CH3:11])[CH:6]=[CH:5][C:4]([S:7](Cl)(=[O:9])=[O:8])=[CH:3][CH:2]=1.[CH2:12]([O:19][C:20]([N:22]1[CH2:26][CH2:25][C@@H:24]([OH:27])[CH2:23]1)=[O:21])[C:13]1[CH:18]=[CH:17][CH:16]=[CH:15][CH:14]=1>N1C=CC=CC=1>[CH2:12]([O:19][C:20]([N:22]1[CH2:26][CH2:25][C@@H:24]([O:27][S:7]([C:4]2[CH:5]=[CH:6][C:1]([CH3:11])=[CH:2][CH:3]=2)(=[O:9])=[O:8])[CH2:23]1)=[O:21])[C:13]1[CH:18]=[CH:17][CH:16]=[CH:15][CH:14]=1. The reactants are C(C)(C)(C)OC(C(=O)OC)C1=C(C2=C(C(N1C)=O)NC=C2)C=2C(=C1CCCOC1=CC2)C (methyl 2-(tert-butoxy)-2-(6-methyl-4-(5-methylchroman-6-yl)-7-oxo-6,7-dihydro-1H-pyrrolo[2,3-c]pyridin-5-yl)acetate), C(=O)([O-])[O-].[Cs+].[Cs+] (Cs2CO3), FC=1C=C(CBr)C=CC1C (3-fluoro-4-methylbenzyl bromide). Solvent: C(C)#N (Acetonitrile), O (water), Cl (HCl). Reaction conditions: temperature 70 celsius, time 90 minute. The product is C(C)(C)(C)OC(C(=O)OC)C1=C(C2=C(C(N1C)=O)N(C=C2)CC2=CC(=C(C=C2)C)F)C=2C(=C1CCCOC1=CC2)C (methyl 2-(tert-butoxy)-2-(1-(3-fluoro-4-methylbenzyl)-6-methyl-4-(5-methylchroman-6-yl)-7-oxo-6,7-dihydro-1H-pyrrolo[2,3-c]pyridin-5-yl)acetate). Yield: 82.6%. As a reaction SMILES: [C:1]([O:5][CH:6]([C:11]1[N:16]([CH3:17])[C:15](=[O:18])[C:14]2[NH:19][CH:20]=[CH:21][C:13]=2[C:12]=1[C:22]1[C:23]([CH3:32])=[C:24]2[C:29](=[CH:30][CH:31]=1)[O:28][CH2:27][CH2:26][CH2:25]2)[C:7]([O:9][CH3:10])=[O:8])([CH3:4])([CH3:3])[CH3:2].C([O-])([O-])=O.[Cs+].[Cs+].[F:39][C:40]1[CH:41]=[C:42]([CH:45]=[CH:46][C:47]=1[CH3:48])[CH2:43]Br>C(#N)C.O.Cl>[C:1]([O:5][CH:6]([C:11]1[N:16]([CH3:17])[C:15](=[O:18])[C:14]2[N:19]([CH2:43][C:42]3[CH:45]=[CH:46][C:47]([CH3:48])=[C:40]([F:39])[CH:41]=3)[CH:20]=[CH:21][C:13]=2[C:12]=1[C:22]1[C:23]([CH3:32])=[C:24]2[C:29](=[CH:30][CH:31]=1)[O:28][CH2:27][CH2:26][CH2:25]2)[C:7]([O:9][CH3:10])=[O:8])([CH3:4])([CH3:3])[CH3:2] |f:1.2.3|. Procedure: A solution of methyl 2-(tert-butoxy)-2-(6-methyl-4-(5-methylchroman-6-yl)-7-oxo-6,7-dihydro-1H-pyrrolo[2,3-c]pyridin-5-yl)acetate (20 mg, 0.046 mmol) in Acetonitrile (0.45 mL) was treated with Cs2CO3 (59.4 mg, 0.182 mmol), 3-fluoro-4-methylbenzyl bromide (13.89 mg, 0.068 mmol), and then stirred at 70° C. for 90 min. The reaction was cooled to rt, diluted with water and 1N HCl, extracted with EtOAc, washed Brine, dried with Na2SO4, filtered, and concentrated. Purification with column chromatograp...